describe an organic reaction: reactants, conditions, products, and yield From a dataset of the Open Reaction Database (ORD), a public repository of structured organic reaction records. Reported procedure: 1 mole of compound 1 was dissolved in 500 ml of dry acetone. After addition of 10 ml of concentrated sulfuric acid, the reaction mixture was stirred at room temperature for 2 hours. It was neutralized with calcium hydroxide and filtered and the filtrate and was concentrated to a syrup in vacuo. The crude product was further purified by column chromatography (eluting agent: chloroform/ethyl acetate 9:1). The product is N(=[N+]=[N-])CC1(COC(OC1)(C)C)CN=[N+]=[N-] (5,5-Bis-(azidomethyl)-2,2-bis-(methyl)-1,3-dioxane). Reaction conditions: time 2 hour. Starting materials: S(O)(O)(=O)=O (sulfuric acid), OCC(CN=[N+]=[N-])(CN=[N+]=[N-])CO (2,2-Bis-(hydroxymethyl)-1,3-diazidopropane), CC(=O)C (acetone), [OH-].[Ca+2].[OH-] (calcium hydroxide). Reaction SMILES: [OH:1][CH2:2][C:3]([CH2:12][OH:13])([CH2:8][N:9]=[N+:10]=[N-:11])[CH2:4][N:5]=[N+:6]=[N-:7].S(=O)(=O)(O)O.[OH-].[Ca+2].[OH-].[CH3:22][C:23]([CH3:25])=O>>[N:5]([CH2:4][C:3]1([CH2:8][N:9]=[N+:10]=[N-:11])[CH2:12][O:13][C:23]([CH3:25])([CH3:22])[O:1][CH2:2]1)=[N+:6]=[N-:7] |f:2.3.4|. Reactants: COC(=O)C(C)(C)c1ccc(C(F)(F)F)cc1, CO, [K+], [OH-], O. Yields the product CC(C)(C(=O)O)c1ccc(C(F)(F)F)cc1. RXN SMILES: [CH3:1][C:2]([C:3](=[O:4])[O:5][CH3:6])([CH3:7])[c:8]1[cH:9][cH:10][c:11]([C:14]([F:15])([F:16])[F:17])[cH:12][cH:13]1.[CH3:20][OH:21].[K+:19].[OH-:18].[OH2:22]>>[CH3:1][C:2]([C:3](=[O:4])[OH:5])([CH3:7])[c:8]1[cH:9][cH:10][c:11]([C:14]([F:15])([F:16])[F:17])[cH:12][cH:13]1. The reactants are Cl (hydrochloride), C (charcoal), acid chloride, N1=CC(=CC=C1)C1SCC=2N1C=CC2C(=O)O ((+)-3-(3-pyridyl)-1H,3H-pyrrolo[1,2-c]thiazole-7-carboxylic acid), NC1=NC=CC(=C1)C (2-amino-4-methylpyridine). Run in C(C)#N (acetonitrile), O1CCOCC1 (dioxane), C(C)N(CC)CC (triethylamine). Run at temperature 60 celsius, time 7 hour. Yields the product CC1=CC(=NC=C1)NC(=O)C=1C=CN2C(SCC21)C=2C=NC=CC2 ((+)-N-(4-methyl-2-pyridyl)-3-(3-pyridyl)-1H,3H-pyrrolo[1,2-c]thiazole-7-carboxamide). Isolated yield 23.2%. Reaction SMILES: Cl.[N:2]1[CH:7]=[CH:6][CH:5]=[C:4]([CH:8]2[N:12]3[CH:13]=[CH:14][C:15]([C:16]([OH:18])=O)=[C:11]3[CH2:10][S:9]2)[CH:3]=1.[NH2:19][C:20]1[CH:25]=[C:24]([CH3:26])[CH:23]=[CH:22][N:21]=1.C>O1CCOCC1.C(#N)C.C(N(CC)CC)C>[CH3:26][C:24]1[CH:23]=[CH:22][N:21]=[C:20]([NH:19][C:16]([C:15]2[CH:14]=[CH:13][N:12]3[C:11]=2[CH2:10][S:9][CH:8]3[C:4]2[CH:3]=[N:2][CH:7]=[CH:6][CH:5]=2)=[O:18])[CH:25]=1. Procedure: The hydrochloride of the acid chloride derived from (+)-3-(3-pyridyl)-1H,3H-pyrrolo[1,2-c]thiazole-7-carboxylic acid (12 g) is added, at a temperature between 65° and 72° C., to a solution of 2-amino-4-methylpyridine (4.3 g) and triethylamine (8.1 g) in dioxane (300 cc) which is heated to a temperature in the vicinity of 60° C., in the course of 5 minutes. The suspension obtained is heated, with stirring, at a temperature in the vicinity of 100° C. for 7 hours and then stirred at a temperature i...